The task is: describe an organic reaction: reactants, conditions, products, and yield. This data is from the Open Reaction Database (ORD), a public repository of structured organic reaction records. The reactants are BrC1=CC(=C(OC2=NC(=CC(=C2C)NC(CC)CC)C)C(=C1)C)C ([2-(4-bromo-2,6-dimethyl-phenoxy)-3,6-dimethyl-pyridin-4-yl]-(1-ethyl-propyl)-amine), C(C)I (ethyl iodide). Solvent: C1CCOC1 (THF). Conditions: temperature -78 celsius, time 10 minute. Yields the product C(C)C1=CC(=C(OC2=NC(=CC(=C2C)NC(CC)CC)C)C(=C1)C)C ([2-(4-Ethyl-2,6-dimethyl-phenoxy)-3,6-dimethyl-pyridin-4-yl]-(1-ethyl-propyl)-amine). RXN SMILES: Br[C:2]1[CH:22]=[C:21]([CH3:23])[C:5]([O:6][C:7]2[C:12]([CH3:13])=[C:11]([NH:14][CH:15]([CH2:18][CH3:19])[CH2:16][CH3:17])[CH:10]=[C:9]([CH3:20])[N:8]=2)=[C:4]([CH3:24])[CH:3]=1.[CH2:25](I)[CH3:26]>C1COCC1>[CH2:25]([C:2]1[CH:22]=[C:21]([CH3:23])[C:5]([O:6][C:7]2[C:12]([CH3:13])=[C:11]([NH:14][CH:15]([CH2:18][CH3:19])[CH2:16][CH3:17])[CH:10]=[C:9]([CH3:20])[N:8]=2)=[C:4]([CH3:24])[CH:3]=1)[CH3:26]. Reported procedure: To a solution of [2-(4-bromo-2,6-dimethyl-phenoxy)-3,6-dimethyl-pyridin-4-yl]-(1-ethyl-propyl)-amine in dry THF was added n-butylithium at −78° C. After stirring at −78° C. for 10 min, ethyl iodide was added and the resulting mixture was stirred at −78° C. for 30 min, the dry-ice bath was removed. After stirring for 5 min, the mixture was quenched with brine and extracted with ethyl acetate. The organic layer was separated, dried, and concentrated to dryness. The residue was purified through sil...